From a dataset of the Open Reaction Database (ORD), a public repository of structured organic reaction records. describe an organic reaction: reactants, conditions, products, and yield Starting materials: C[Si](CCOCN1C=CC2=C1N=CN=C2C=2C=C(N)C=CC2)(C)C (3-(7-((2-(trimethylsilyl)ethoxy)methyl)-7H-pyrrolo[2,3-d]pyrimidin-4-yl)aniline), CCN(C(C)C)C(C)C (DIPEA), CC(C(=O)Cl)=C (2-methylprop-2-enoyl chloride). The solvent is ClCCl (dichloromethane), ClCCl (dichloromethane). Run at time 8 hour. Yields the product C[Si](CCOCN1C=CC2=C1N=CN=C2C=2C=C(C=CC2)NC(C(=C)C)=O)(C)C (N-(3-(7-((2-(trimethylsilyl)ethoxy)methyl)-7H-pyrrolo[2,3-d]pyrimidin-4-yl)phenyl)methacrylamide). Reaction SMILES: [CH3:1][Si:2]([CH3:24])([CH3:23])[CH2:3][CH2:4][O:5][CH2:6][N:7]1[C:11]2[N:12]=[CH:13][N:14]=[C:15]([C:16]3[CH:17]=[C:18]([CH:20]=[CH:21][CH:22]=3)[NH2:19])[C:10]=2[CH:9]=[CH:8]1.CCN(C(C)C)C(C)C.[CH3:34][C:35](=[CH2:39])[C:36](Cl)=[O:37]>ClCCl>[CH3:1][Si:2]([CH3:24])([CH3:23])[CH2:3][CH2:4][O:5][CH2:6][N:7]1[C:11]2[N:12]=[CH:13][N:14]=[C:15]([C:16]3[CH:17]=[C:18]([NH:19][C:36](=[O:37])[C:35]([CH3:39])=[CH2:34])[CH:20]=[CH:21][CH:22]=3)[C:10]=2[CH:9]=[CH:8]1. Reported procedure: To solution of 3-(7-((2-(trimethylsilyl)ethoxy)methyl)-7H-pyrrolo[2,3-d]pyrimidin-4-yl)aniline (10.0 g, 29.4 mmol) in dichloromethane (200 mL), was added DIPEA (12.0 g, 92.9 mmol) followed by dropwise addition of a solution of 2-methylprop-2-enoyl chloride (4.60 g, 44.0 mmol) in dichloromethane (50 mL) at −5 to 0° C. The reaction was stirred overnight at room temperature, quenched by addition of water (150 mL), and extracted with dichloromethane (×3). The organic layers were combined, washed wit... The reactants are C(C)OC(=O)CN1C(C(NC2=CC(=C(C=C12)N1C=C(C=C1)C=O)C(F)(F)F)=O)=O (1-(Ethoxycarbonylmethyl)-7-(3-formyl-1-pyrrolyl)-6-trifluoromethyl-2,3(1H,4H)-quinoxalinedione), [Cl-].C(C1=CC=CC=C1)O[NH3+] (O-benzylhydroxylammonium chloride), C(C)(=O)[O-].[Na+] (sodium acetate). Run in CCO.O (EtOH H2O). Yields the product C(C1=CC=CC=C1)ON=CC1=CN(C=C1)C1=C(C=C2NC(C(N(C2=C1)CC(=O)OCC)=O)=O)C(F)(F)F (7-(3-Benzyloxyiminomethyl-1-pyrrolyl)-1-(ethoxycarbonylmethyl)-6-trifluoromethyl-2,3 (1H, 4H)-quinoxalinedione). Isolated yield 82.8%. RXN SMILES: [CH2:1]([O:3][C:4]([CH2:6][N:7]1[C:16]2[C:11](=[CH:12][C:13]([C:24]([F:27])([F:26])[F:25])=[C:14]([N:17]3[CH:21]=[CH:20][C:19]([CH:22]=O)=[CH:18]3)[CH:15]=2)[NH:10][C:9](=[O:28])[C:8]1=[O:29])=[O:5])[CH3:2].[Cl-].[CH2:31]([O:38][NH3+:39])[C:32]1[CH:37]=[CH:36][CH:35]=[CH:34][CH:33]=1.C([O-])(=O)C.[Na+]>CCO.O>[CH2:31]([O:38][N:39]=[CH:22][C:19]1[CH:20]=[CH:21][N:17]([C:14]2[CH:15]=[C:16]3[C:11]([NH:10][C:9](=[O:28])[C:8](=[O:29])[N:7]3[CH2:6][C:4]([O:3][CH2:1][CH3:2])=[O:5])=[CH:12][C:13]=2[C:24]([F:26])([F:27])[F:25])[CH:18]=1)[C:32]1[CH:37]=[CH:36][CH:35]=[CH:34][CH:33]=1 |f:1.2,3.4,5.6|. Procedure details: 1.1 g (2.7 mmol) of the compound of Example 70, 0.86 g (5.4 mmol) of O-benzylhydroxylammonium chloride and 0.44 g (5.4 mmol) of sodium acetate in 4.5 ml of EtOH/H2O (1:2) were refluxed for 30 minutes. The ethanol was then removed under reduced pressure, and the precipitate was filtered off with suction and recrystallized from ethanol to yield 1.15 g (84%) of the product. The 1H-NMR shows that an E/Z mixture is present. Melting point 142°-147° C. Starting materials: rust, C(C(C)(C)C)(=O)N1C(C=CC(=C1)C)N (N-Pivaloyl-2-amino-5-methylpyridine), CC(C)(C#N)N=NC(C)(C)C#N (AIBN), C1CC(=O)N(C1=O)Br (NBS). Run in C(Cl)(Cl)(Cl)Cl (CCl4). Yields the product C(C(C)(C)C)(=O)N1C(C=CC(=C1)CBr)N (N-Pivaloyl 2-amino-5-(bromomethyl)pyridine). RXN SMILES: [C:1]([N:7]1[CH:12]=[C:11]([CH3:13])[CH:10]=[CH:9][CH:8]1[NH2:14])(=[O:6])[C:2]([CH3:5])([CH3:4])[CH3:3].C1C(=O)N([Br:22])C(=O)C1.CC(N=NC(C#N)(C)C)(C#N)C>C(Cl)(Cl)(Cl)Cl>[C:1]([N:7]1[CH:12]=[C:11]([CH2:13][Br:22])[CH:10]=[CH:9][CH:8]1[NH2:14])(=[O:6])[C:2]([CH3:5])([CH3:4])[CH3:3]. Procedure details: N-Pivaloyl-2-amino-5-methylpyridine (5.12 g, 26.6 mmol) was dissolved in CCl4 (75 mL) at 23° C., and treated with NBS (9.69 g, 54.4 mmol), followed by AIBN (937 mg, 5.71 mmol) with stirring. The resulting orange, biphasic suspension was then warmed to reflux for 4 h. After 4 h at reflux, the rust-colored mixture was cooled to RT, filtered through a Celite® pad, and concentrated in vacuo to a red residue. Purification over silica gel (gradient, 0 to 25% EtOAc/hexanes) provided the title compound ...